Dataset: the Open Reaction Database (ORD), a public repository of structured organic reaction records. Task: describe an organic reaction: reactants, conditions, products, and yield The product is NC1=CC=C(C=C1)NC1=C(C(=C(C(=C1)NC1=CC=C(C=C1)N)O)C)O (4,6-bis[(4-aminophenyl)amino]-2-methylbenzene-1,3-diol). Run in CO (methanol), [OH-].[Na+] (sodium hydroxide). Procedure: 10 mg (0.04 mol) of 6-[(4-aminophenyl)amino]-4-[(4-aminophenyl)imino]-3-hydroxy-2-methylcyclohexa-2,5-dien-1-one are added to a solution containing 16 mg sodium hydrosulfite in 500 μl of methanol and 5 μl of aqueous sodium hydroxide solution. The reaction medium is stirred and the solution is then worked up according to the usual procedure and characterized. 4,6-Bis[(4-aminophenyl)amino]-2-methylbenzene-1,3-diol (2a) is obtained. The reactants are S(=O)([O-])S(=O)[O-].[Na+].[Na+] (sodium hydrosulfite), NC1=CC=C(C=C1)NC1=CC(C(=C(C1=O)C)O)=NC1=CC=C(C=C1)N (6-[(4-aminophenyl)amino]-4-[(4-aminophenyl)imino]-3-hydroxy-2-methylcyclohexa-2,5-dien-1-one). As a reaction SMILES: [NH2:1][C:2]1[CH:7]=[CH:6][C:5]([NH:8][C:9]2[C:14](=[O:15])[C:13]([CH3:16])=[C:12]([OH:17])[C:11](=[N:18][C:19]3[CH:24]=[CH:23][C:22]([NH2:25])=[CH:21][CH:20]=3)[CH:10]=2)=[CH:4][CH:3]=1.S(S([O-])=O)([O-])=O.[Na+].[Na+]>CO.[OH-].[Na+]>[NH2:25][C:22]1[CH:21]=[CH:20][C:19]([NH:18][C:11]2[CH:10]=[C:9]([NH:8][C:5]3[CH:6]=[CH:7][C:2]([NH2:1])=[CH:3][CH:4]=3)[C:14]([OH:15])=[C:13]([CH3:16])[C:12]=2[OH:17])=[CH:24][CH:23]=1 |f:1.2.3,5.6|. Starting materials: BrC=1C=C2CCN(C2=CC1)C1CCC2(OCCO2)CC1 (5-Bromo-1-(1,4-dioxaspiro[4.5]decan-8-yl)indoline), Cl (HCl). Solvent: CC(=O)C (acetone). Run at time 16 hour. Product: BrC=1C=C2CCN(C2=CC1)C1CCC(CC1)=O (4-(5-Bromoindolin-1-yl)cyclohexanone). The yield is 83.3%. Reaction SMILES: [Br:1][C:2]1[CH:3]=[C:4]2[C:8](=[CH:9][CH:10]=1)[N:7]([CH:11]1[CH2:20][CH2:19][C:14]3(OCC[O:15]3)[CH2:13][CH2:12]1)[CH2:6][CH2:5]2.Cl>CC(C)=O>[Br:1][C:2]1[CH:3]=[C:4]2[C:8](=[CH:9][CH:10]=1)[N:7]([CH:11]1[CH2:12][CH2:13][C:14](=[O:15])[CH2:19][CH2:20]1)[CH2:6][CH2:5]2. Procedure: A solution of compound 4 (4.0 g, 11.83 mmol) in acetone (50 mL) was treated with 10% HCl solution (50 mL) and the resulting mixture was stirred for over night (16 h). Acetone was evaporated, crude was basified with 2 N NaOH solution and product was extracted into CH2Cl2 (3×25 mL). The combined CH2Cl2 layer was washed with brine (20 mL) and dried (Na2SO4). The solvent was evaporated and the crude product was purified by column chromatography on silica gel (ethyl acetate:hexanes, 1:4) to obtain co... Reactants: C1CCOC1, CC(C)NCCN, Cc1ccc(C(=O)NC(C)C)cc1-c1nc(S(C)=O)nc2c1CNC(=O)N2c1c(F)cccc1F. The product is Cc1ccc(C(=O)NC(C)C)cc1-c1nc(NCCNC(C)C)nc2c1CNC(=O)N2c1c(F)cccc1F. RXN SMILES: [CH2:43]1[O:44][CH2:45][CH2:46][CH2:47]1.[CH3:36][CH:37]([CH3:38])[NH:39][CH2:40][CH2:41][NH2:42].[F:1][c:2]1[c:3]([N:9]2[C:10](=[O:35])[NH:11][CH2:12][c:13]3[c:14]2[n:15][c:16]([S:32]([CH3:33])=[O:34])[n:17][c:18]3-[c:19]2[cH:20][c:21]([C:22](=[O:23])[NH:24][CH:25]([CH3:26])[CH3:27])[cH:28][cH:29][c:30]2[CH3:31])[c:4]([F:8])[cH:5][cH:6][cH:7]1>>[F:1][c:2]1[c:3]([N:9]2[C:10](=[O:35])[NH:11][CH2:12][c:13]3[c:14]2[n:15][c:16]([NH:42][CH2:41][CH2:40][NH:39][CH:37]([CH3:36])[CH3:38])[n:17][c:18]3-[c:19]2[cH:20][c:21]([C:22](=[O:23])[NH:24][CH:25]([CH3:26])[CH3:27])[cH:28][cH:29][c:30]2[CH3:31])[c:4]([F:8])[cH:5][cH:6][cH:7]1. Reactants: grignard reagent, FC1=C(C(=CC=C1)I)C1=NC(=NO1)C (5-(2-fluoro-6-iodophenyl)-3-methyl-1,2,4-oxadiazole), C(=O)=O (CO2), FC1=C(C(=O)O\N=C(\C)/N)C(=CC=C1)I ((Z)—N′-((2-fluoro-6-iodobenzoyl)oxy)acetimidamide), C(C)(=O)[O-].[Na+] (sodium acetate), C(C)(C)[Mg]Cl (i-PrMgCl). The solvent is C1CCOC1 (THF), C(C)(C)(C)O (tert-butanol). Product: FC1=C(C(=CC=C1)I)C1=NC(=NO1)C (5-(2-Fluoro-6-iodophenyl)-3-methyl-1,2,4-oxadiazole), FC=1C(=C(C(=O)O)C=CC1)C1=NC(=NO1)C (3-fluoro-2-(3-methyl-1,2,4-oxadiazol-5-yl)benzoic acid). As a reaction SMILES: [F:1][C:2]1[CH:14]=[CH:13][CH:12]=[C:11]([I:15])[C:3]=1[C:4]([O:6]/[N:7]=[C:8](\[NH2:10])/[CH3:9])=O.[C:16]([O-:19])(=[O:18])[CH3:17].[Na+].[F:21][C:22]1[CH:27]=[CH:26][CH:25]=C(I)[C:23]=1[C:29]1[O:33][N:32]=[C:31]([CH3:34])[N:30]=1.C([Mg]Cl)(C)C.C(=O)=O>C1COCC1.C(O)(C)(C)C>[F:1][C:2]1[CH:14]=[CH:13][CH:12]=[C:11]([I:15])[C:3]=1[C:4]1[O:6][N:7]=[C:8]([CH3:9])[N:10]=1.[F:21][C:22]1[C:23]([C:29]2[O:33][N:32]=[C:31]([CH3:34])[N:30]=2)=[C:17]([CH:25]=[CH:26][CH:27]=1)[C:16]([OH:19])=[O:18] |f:1.2|. Reported procedure: Alternately, acid (XXXa) is prepared by first converting 2-fluoro-6-iodobenzoic acid to the acid chloride by reaction with a chlorinating agent such as oxalyl chloride, in a solvent such as DCM, with a catalytic amount of DMF, at a temperature of 0° C. Subsequent reaction of the acid chloride with N-hydroxyacetamide in a solvent such as CH2Cl2 provides (Z)—N′-((2-fluoro-6-iodobenzoyl)oxy)acetimidamide. 5-(2-Fluoro-6-iodophenyl)-3-methyl-1,2,4-oxadiazole is prepared by reacting (Z)—N′-((2-fluoro-...